Dataset: the Open Reaction Database (ORD), a public repository of structured organic reaction records. Task: describe an organic reaction: reactants, conditions, products, and yield Starting materials: CC(C)N1OCCC(C(O)c2cc(C(C)(C)C)c(O)c(C(C)(C)C)c2)C1=O, O, Cc1ccc(S(=O)(=O)O)cc1, c1ccccc1. Product: CC(C)N1OCCC(=Cc2cc(C(C)(C)C)c(O)c(C(C)(C)C)c2)C1=O. RXN SMILES: [C:1]([CH3:2])([CH3:3])([CH3:4])[c:5]1[cH:6][c:7]([CH:16]([CH:17]2[C:18](=[O:26])[N:19]([CH:23]([CH3:24])[CH3:25])[O:20][CH2:21][CH2:22]2)[OH:27])[cH:8][c:9]([C:12]([CH3:13])([CH3:14])[CH3:15])[c:10]1[OH:11].[OH2:28].[c:29]1([CH3:30])[cH:31][cH:32][c:33]([S:34]([OH:35])(=[O:36])=[O:37])[cH:38][cH:39]1.[cH:40]1[cH:41][cH:42][cH:43][cH:44][cH:45]1>>[C:1]([CH3:2])([CH3:3])([CH3:4])[c:5]1[cH:6][c:7]([CH:16]=[C:17]2[C:18](=[O:26])[N:19]([CH:23]([CH3:24])[CH3:25])[O:20][CH2:21][CH2:22]2)[cH:8][c:9]([C:12]([CH3:13])([CH3:14])[CH3:15])[c:10]1[OH:11]. Starting materials: Brc1ccc(Br)cc1, CC(C)(C)[O-], CC(C)(C)OC(=O)N1CC2CCNC2C1, [Na+], O=C(C=Cc1ccccc1)C=Cc1ccccc1, O=C(C=Cc1ccccc1)C=Cc1ccccc1, O=C(C=Cc1ccccc1)C=Cc1ccccc1, [Pd], [Pd], c1ccc(P(c2ccccc2)c2ccc3ccccc3c2-c2c(P(c3ccccc3)c3ccccc3)ccc3ccccc23)cc1. Yields the product CC(C)(C)OC(=O)N1CC2CCN(c3ccc(Br)cc3)C2C1. RXN SMILES: [Br:16][c:17]1[cH:18][cH:19][c:20]([Br:21])[cH:22][cH:23]1.[CH3:70][C:71]([CH3:72])([O-:73])[CH3:74].[NH:1]1[CH:2]2[CH:3]([CH2:4][CH2:5]1)[CH2:6][N:7]([C:9](=[O:10])[O:11][C:12]([CH3:13])([CH3:14])[CH3:15])[CH2:8]2.[Na+:75].[O:114]=[C:115]([CH:116]=[CH:117][c:118]1[cH:119][cH:120][cH:121][cH:122][cH:123]1)[CH:124]=[CH:125][c:126]1[cH:127][cH:128][cH:129][cH:130][cH:131]1.[O:78]=[C:79]([CH:80]=[CH:81][c:82]1[cH:83][cH:84][cH:85][cH:86][cH:87]1)[CH:88]=[CH:89][c:90]1[cH:91][cH:92][cH:93][cH:94][cH:95]1.[O:96]=[C:97]([CH:98]=[CH:99][c:100]1[cH:101][cH:102][cH:103][cH:104][cH:105]1)[CH:106]=[CH:107][c:108]1[cH:109][cH:110][cH:111][cH:112][cH:113]1.[Pd:76].[Pd:77].[cH:24]1[cH:25][cH:26][c:27]([P:28]([c:29]2[cH:30][cH:31][c:32]3[c:33]([cH:34][cH:35][cH:36][cH:37]3)[c:38]2-[c:39]2[c:40]3[c:41]([cH:42][cH:43][cH:44][cH:45]3)[cH:46][cH:47][c:48]2[P:49]([c:50]2[cH:51][cH:52][cH:53][cH:54][cH:55]2)[c:56]2[cH:57][cH:58][cH:59][cH:60][cH:61]2)[c:62]2[cH:63][cH:64][cH:65][cH:66][cH:67]2)[cH:68][cH:69]1>>[N:1]1([c:20]2[cH:19][cH:18][c:17]([Br:16])[cH:23][cH:22]2)[CH:2]2[CH:3]([CH2:4][CH2:5]1)[CH2:6][N:7]([C:9](=[O:10])[O:11][C:12]([CH3:13])([CH3:14])[CH3:15])[CH2:8]2. Starting materials: F[B-](F)(F)F.N1(N=NC2=C1C=CC=C2)OC(=[N+](C)C)N(C)C (2-(1H-Benzotriazol-1-yl)-1,1,3,3-tetramethyluronium tetrafluoroborate), Cl.[Cl-].N[C@@H]1C[N+](CCC1)(CCCC1=CC(=CC=C1)OCC(=O)OC)CCCC1=CC(=CC=C1)OCC(=O)OC ((S)-3-Amino-1,1-bis-[3-(3-methoxycarbonylmethoxy-phenyl)-propyl]-piperidinium chloride hydrochloride), NC=1C(=NC(=C(N1)N)Cl)C(=O)O (3,5-Diamino-6-chloro-pyrazine-2-carboxylic acid), C(C)(C)N(C(C)C)CC (N,N-Diisopropylethylamine). The solvent is CN(C=O)C (N,N-dimethylformamide). Reaction conditions: time 8 hour. Yields the product [Cl-].NC=1C(=NC(=C(N1)N)Cl)C(=O)N[C@@H]1C[N+](CCC1)(CCCC1=CC(=CC=C1)OCC(=O)OC)CCCC1=CC(=CC=C1)OCC(=O)OC ((S)-3-[(3,5-Diamino-6-chloro-pyrazine-2-carbonyl)-amino]-1,1-bis-[3-(3-methoxycarbonylmethoxy-phenyl)-propyl]-piperidinium chloride). As a reaction SMILES: Cl.[Cl-].[NH2:3][C@H:4]1[CH2:9][CH2:8][CH2:7][N+:6]([CH2:25][CH2:26][CH2:27][C:28]2[CH:33]=[CH:32][CH:31]=[C:30]([O:34][CH2:35][C:36]([O:38][CH3:39])=[O:37])[CH:29]=2)([CH2:10][CH2:11][CH2:12][C:13]2[CH:18]=[CH:17][CH:16]=[C:15]([O:19][CH2:20][C:21]([O:23][CH3:24])=[O:22])[CH:14]=2)[CH2:5]1.[NH2:40][C:41]1[C:42]([C:49](O)=[O:50])=[N:43][C:44]([Cl:48])=[C:45]([NH2:47])[N:46]=1.C(N(CC)C(C)C)(C)C.F[B-](F)(F)F.N1(OC(N(C)C)=[N+](C)C)C2C=CC=CC=2N=N1>CN(C)C=O>[Cl-:48].[NH2:40][C:41]1[C:42]([C:49]([NH:3][C@H:4]2[CH2:9][CH2:8][CH2:7][N+:6]([CH2:25][CH2:26][CH2:27][C:28]3[CH:33]=[CH:32][CH:31]=[C:30]([O:34][CH2:35][C:36]([O:38][CH3:39])=[O:37])[CH:29]=3)([CH2:10][CH2:11][CH2:12][C:13]3[CH:18]=[CH:17][CH:16]=[C:15]([O:19][CH2:20][C:21]([O:23][CH3:24])=[O:22])[CH:14]=3)[CH2:5]2)=[O:50])=[N:43][C:44]([Cl:48])=[C:45]([NH2:47])[N:46]=1 |f:0.1.2,5.6,8.9|. Procedure details: (S)-3-Amino-1,1-bis-[3-(3-methoxycarbonylmethoxy-phenyl)-propyl]-piperidinium chloride hydrochloride (60 mg, 0.1 mmol), 3,5-Diamino-6-chloro-pyrazine-2-carboxylic acid (22 mg, 0.115 mmol) and N,N-Diisopropylethylamine (75 μl, 0.43 mmol) are dissolved in N,N-dimethylformamide (2 ml), 2-(1H-Benzotriazol-1-yl)-1,1,3,3-tetramethyluronium tetrafluoroborate (34 mg, 0.106 mmol) is added. The reaction is stirred at room temperature overnight and purified by preparative HPLC-MS (MeOH/H2O+0.1% TFA). LC (m...